Dataset: the Open Reaction Database (ORD), a public repository of structured organic reaction records. Task: describe an organic reaction: reactants, conditions, products, and yield The reactants are O1C(CCCC1)O[C@H]1C[C@@H](CC2=CC[C@H]3[C@@H]4CC[C@H]([C@@H](CC[C@@H](C(C)(C)OC(C)OCC)F)CO)[C@]4(CC[C@@H]3[C@@]12C)C)OC1OCCCC1 ([1α,3β,24S]-1,3-bis-[(tetrahydro-2H-pyran-2-yl)oxy]-25-(1-ethoxyethoxy)-24-fluorocholest-5-en-21-ol), C1(=CC=C(C=C1)S(=O)(=O)Cl)C (p-toluenesulfonyl chloride). Solvent: N1=CC=CC=C1 (pyridine). Product: CC1=CC=C(C=C1)S(=O)(=O)OC[C@H](CC[C@@H](C(C)(C)OC(C)OCC)F)[C@H]1CC[C@H]2[C@@H]3CC=C4C[C@H](C[C@@H]([C@]4(C)[C@H]3CC[C@]12C)OC1OCCCC1)OC1OCCCC1 ([1α,3β,24S]-1,3-bis[(tetrahydro-2H-pyran-2-yl)oxy]-25-(1-ethoxyethoxy)-24-fluorocholest-5-en-21ol 21-(4-methylbenzenesulfonate)). Reaction SMILES: [O:1]1[CH2:6][CH2:5][CH2:4][CH2:3][CH:2]1[O:7][C@@H:8]1[C@@:40]2([CH3:41])[C:12](=[CH:13][CH2:14][C@@H:15]3[C@@H:39]2[CH2:38][CH2:37][C@@:36]2([CH3:42])[C@H:16]3[CH2:17][CH2:18][C@@H:19]2[C@H:20]([CH2:34][OH:35])[CH2:21][CH2:22][C@H:23]([F:33])[C:24]([O:27][CH:28]([O:30][CH2:31][CH3:32])[CH3:29])([CH3:26])[CH3:25])[CH2:11][C@@H:10]([O:43][CH:44]2[CH2:49][CH2:48][CH2:47][CH2:46][O:45]2)[CH2:9]1.[C:50]1([CH3:60])[CH:55]=[CH:54][C:53]([S:56](Cl)(=[O:58])=[O:57])=[CH:52][CH:51]=1>N1C=CC=CC=1>[CH3:60][C:50]1[CH:55]=[CH:54][C:53]([S:56]([O:35][CH2:34][C@@H:20]([C@@H:19]2[C@:36]3([CH3:42])[C@H:16]([C@H:15]4[C@H:39]([CH2:38][CH2:37]3)[C@:40]3([CH3:41])[C:12]([CH2:11][C@@H:10]([O:43][CH:44]5[CH2:49][CH2:48][CH2:47][CH2:46][O:45]5)[CH2:9][C@@H:8]3[O:7][CH:2]3[CH2:3][CH2:4][CH2:5][CH2:6][O:1]3)=[CH:13][CH2:14]4)[CH2:17][CH2:18]2)[CH2:21][CH2:22][C@H:23]([F:33])[C:24]([O:27][CH:28]([O:30][CH2:31][CH3:32])[CH3:29])([CH3:26])[CH3:25])(=[O:58])=[O:57])=[CH:52][CH:51]=1. Procedure details: A mixture of 0.19 g. (0.00027 mole) of [1α,3β,24S]-1,3-bis-[(tetrahydro-2H-pyran-2-yl)oxy]-25-(1-ethoxyethoxy)-24-fluorocholest-5-en-21-ol, 1 ml. of pyridine and 0.104 g. (0.00054 mole) of p-toluenesulfonyl chloride was stirred at 0° C. for 18 hr. The mixture was quenched with ice chips. The mixture was then poured into water and extracted with methylene chloride. The organic phase was washed with 10% aqueous sulfuric acid and saturated aqueous sodium bicarbonate solution. The organic layer was ... The reactants are Cl (HCl), FC1=C(C(=O)OC)C=CC(=C1)C1=CC=C2C(=N1)N(N=N2)C(C)(C)C=2C=C1C=CC=NC1=CC2 (Methyl 2-fluoro-4-(3-(2-(quinolin-6-yl)propan-2-yl)-3H-[1,2,3]triazolo[4,5-b]pyridin-5-yl)benzoate), [OH-].[Li+] (lithium hydroxide), C1CCOC1 (THF). The solvent is CO (methanol), O (water). Conditions: time 12 hour. Product: FC1=C(C(=O)O)C=CC(=C1)C1=CC=C2C(=N1)N(N=N2)C(C)(C)C=2C=C1C=CC=NC1=CC2 (2-Fluoro-4-(3-(2-(quinolin-6-yl)propan-2-yl)-3H-[1,2,3]triazolo[4,5-b]pyridin-5-yl)benzoic acid). The yield is 70.9%. As a reaction SMILES: [F:1][C:2]1[CH:11]=[C:10]([C:12]2[N:17]=[C:16]3[N:18]([C:21]([C:24]4[CH:25]=[C:26]5[C:31](=[CH:32][CH:33]=4)[N:30]=[CH:29][CH:28]=[CH:27]5)([CH3:23])[CH3:22])[N:19]=[N:20][C:15]3=[CH:14][CH:13]=2)[CH:9]=[CH:8][C:3]=1[C:4]([O:6]C)=[O:5].[OH-].[Li+].C1COCC1.Cl>CO.O>[F:1][C:2]1[CH:11]=[C:10]([C:12]2[N:17]=[C:16]3[N:18]([C:21]([C:24]4[CH:25]=[C:26]5[C:31](=[CH:32][CH:33]=4)[N:30]=[CH:29][CH:28]=[CH:27]5)([CH3:23])[CH3:22])[N:19]=[N:20][C:15]3=[CH:14][CH:13]=2)[CH:9]=[CH:8][C:3]=1[C:4]([OH:6])=[O:5] |f:1.2|. Reported procedure: To a solution of Example 82 (0.700 g, 1.60 mmol) in methanol (3.7 ml), lithium hydroxide (0.626 g, 14.94 mmol) in water (3.7 ml) and THF (14 ml) were added and stirred at RT. After 12 h, the pH was adjusted to 7-7.5 using 0.5N HCl and the solid precipitated was filtered, washed with ethyl acetate and petroleum ether and dried under vacuum to afford the title compound as an off-white solid (0.485 g, 71%) MS (m/z): 472.99 (M+). Reactants: Cl (HCl), [OH-].[Na+] (NaOH), O (water), C(C)(=O)OC1=C(C=C(C=C1)/C=C/C=C/C(=O)OC)OC (Methyl 5-(4-Acetoxy-3-methoxyphenyl)-penta-2E,4E-dienoate). The solvent is CO (MeOH), CO (methanol). Conditions: time 24 hour. Yields the product OC1=C(C=C(C=C1)/C=C/C=C/C(=O)O)OC (5-(4-Hydroxy-3-methoxyphenyl)-penta-2E,4E-dienoic acid). RXN SMILES: C([O:4][C:5]1[CH:10]=[CH:9][C:8](/[CH:11]=[CH:12]/[CH:13]=[CH:14]/[C:15]([O:17]C)=[O:16])=[CH:7][C:6]=1[O:19][CH3:20])(=O)C.[OH-].[Na+].O.Cl>CO>[OH:4][C:5]1[CH:10]=[CH:9][C:8](/[CH:11]=[CH:12]/[CH:13]=[CH:14]/[C:15]([OH:17])=[O:16])=[CH:7][C:6]=1[O:19][CH3:20] |f:1.2|. Reported procedure: Methyl 5-(4-Acetoxy-3-methoxyphenyl)-penta-2E,4E-dienoate (400 mg, 1.45 mmol) [Example 1] was dissolved in 60 mL MeOH, 20 mL of 5% NaOH and 40 mL of water were added, and the mixture was stirred for 24 h at room temperature. The mixture was acidified to pH 2 with 5% HCl, methanol was evaporated and the compound was extracted with ethyl acetate. The organic layer was dried with Na2SO4 and evaporated. The reactants are CC(=O)c1ccccn1, CC(=O)O, CO, NNc1nc2ccccc2n1-c1ccccc1. The product is CC(=NNc1nc2ccccc2n1-c1ccccc1)c1ccccn1. As a reaction SMILES: [C:1]([CH3:2])(=[O:3])[c:4]1[n:5][cH:6][cH:7][cH:8][cH:9]1.[CH3:27][C:28](=[O:29])[OH:30].[CH3:31][OH:32].[c:10]1(-[n:16]2[c:17]([NH:25][NH2:26])[n:18][c:19]3[c:20]2[cH:21][cH:22][cH:23][cH:24]3)[cH:11][cH:12][cH:13][cH:14][cH:15]1>>[C:1]([CH3:2])([c:4]1[n:5][cH:6][cH:7][cH:8][cH:9]1)=[N:26][NH:25][c:17]1[n:16](-[c:10]2[cH:11][cH:12][cH:13][cH:14][cH:15]2)[c:20]2[c:19]([n:18]1)[cH:24][cH:23][cH:22][cH:21]2. As a reaction SMILES: [C:1](=[O:2])([O-:3])[O-:4].[CH3:22][c:23]1[n:24][o:25][c:26]([CH3:32])[c:27]1[S:28](=[O:29])(=[O:30])[Cl:31].[CH3:34][C:35]#[N:36].[Cl:7][c:8]1[n:9][c:10]([C:20]#[N:21])[nH:11][c:12]1-[c:13]1[cH:14][cH:15][c:16]([CH3:19])[cH:17][cH:18]1.[K+:5].[K+:6].[OH2:33]>>[Cl:7][c:8]1[n:9][c:10]([C:20]#[N:21])[n:11]([S:28]([c:27]2[c:23]([CH3:22])[n:24][o:25][c:26]2[CH3:32])(=[O:29])=[O:30])[c:12]1-[c:13]1[cH:14][cH:15][c:16]([CH3:19])[cH:17][cH:18]1. The reactants are O=C([O-])[O-], Cc1noc(C)c1S(=O)(=O)Cl, CC#N, Cc1ccc(-c2[nH]c(C#N)nc2Cl)cc1, [K+], [K+], O. The product is Cc1ccc(-c2c(Cl)nc(C#N)n2S(=O)(=O)c2c(C)noc2C)cc1. The reactants are Cl.N1CC(C1)OC=1C=CC=C2CCCNC12 (8-(3-Azetidinyloxy)-1,2,3,4-tetrahydroquinoline hydrochloride), N1CC(C1)OC=1C=CC=C2C=CCN(C12)C(C1=CC=CC=C1)C1=CC=CC=C1 (8-(3-Azetidinyloxy)-1-(diphenylmethyl)-quinoline). Yields the product Cl.C1CCC2=C(C=CC=C12)OC1CNC1 (3-[(2,3-Dihydro-1H-inden4-yl)oxy]-azetidine hydrochloride). As a reaction SMILES: [ClH:1].[NH:2]1[CH2:5][CH:4]([O:6][C:7]2[CH:8]=[CH:9][CH:10]=[C:11]3[C:16]=2N[CH2:14][CH2:13][CH2:12]3)[CH2:3]1.N1CC(OC2C=CC=C3C=2N(C(C2C=CC=CC=2)C2C=CC=CC=2)CC=C3)C1>>[ClH:1].[CH2:12]1[C:11]2[C:16](=[C:7]([O:6][CH:4]3[CH2:5][NH:2][CH2:3]3)[CH:8]=[CH:9][CH:10]=2)[CH2:14][CH2:13]1 |f:0.1,3.4|. Procedure details: 8-(3-Azetidinyloxy)-1,2,3,4-tetrahydroquinoline hydrochloride, mp>250° C. starting from 8-(3-Azetidinyloxy)-1-(diphenylmethyl)-quinoline. The reactants are NC1=NC=NC(=C1C#N)N1CCC(CC1)C=1N(C=C(N1)C1=CC(=C(C=C1)F)OC)CCN1CCC1 (4-amino-6-(4-(1-(2-(azetidin-1-yl)ethyl)-4-(4-fluoro-3-methoxyphenyl)-1H-imidazol-2-yl)piperidin-1-yl)pyrimidine-5-carbonitrile), N1(CCC1)CCN1C(=NC(=C1)C1=CC(=C(C=C1)F)C)C1CCNCC1 (4-(1-(2-(azetidin-1-yl)ethyl)-4-(4-fluoro-3-methylphenyl)-1H-imidazol-2-yl)piperidine), Cl.N1(CCC1)CCN1C(=NC(=C1)C1=CC(=C(C=C1)F)OC)C1CCNCC1 (4-[1-(2-Azetidin-1-yl-ethyl)-4-(4-fluoro-3-methoxy-phenyl)-1H-imidazol-2-yl]-piperidine hydrochloride). Yields the product NC1=NC=NC(=C1C#N)N1CCC(CC1)C=1N(C=C(N1)C1=CC(=C(C=C1)F)C)CCN1CCC1 (4-amino-6-(4-(1-(2-(azetidin-1-yl)ethyl)-4-(4-fluoro-3-methylphenyl)-1H-imidazol-2-yl)piperidin-1-yl)pyrimidine-5-carbonitrile). Reaction SMILES: [NH2:1][C:2]1[C:7]([C:8]#[N:9])=[C:6]([N:10]2[CH2:15][CH2:14][CH:13]([C:16]3[N:17]([CH2:30][CH2:31][N:32]4[CH2:35][CH2:34][CH2:33]4)[CH:18]=[C:19]([C:21]4[CH:26]=[CH:25][C:24]([F:27])=[C:23](OC)[CH:22]=4)[N:20]=3)[CH2:12][CH2:11]2)[N:5]=[CH:4][N:3]=1.N1(CCN2C=C(C3C=CC(F)=C(C)C=3)N=C2C2CCNCC2)CC[CH2:37]1.Cl.N1(CCN2C=C(C3C=CC(F)=C(OC)C=3)N=C2C2CCNCC2)CCC1>>[NH2:1][C:2]1[C:7]([C:8]#[N:9])=[C:6]([N:10]2[CH2:15][CH2:14][CH:13]([C:16]3[N:17]([CH2:30][CH2:31][N:32]4[CH2:35][CH2:34][CH2:33]4)[CH:18]=[C:19]([C:21]4[CH:26]=[CH:25][C:24]([F:27])=[C:23]([CH3:37])[CH:22]=4)[N:20]=3)[CH2:12][CH2:11]2)[N:5]=[CH:4][N:3]=1 |f:2.3|. Procedure: The title compound was prepared in an analogous manner as 4-amino-6-(4-(1-(2-(azetidin-1-yl)ethyl)-4-(4-fluoro-3-methoxyphenyl)-1H-imidazol-2-yl)piperidin-1-yl)pyrimidine-5-carbonitrile of using 4-(1-(2-(azetidin-1-yl)ethyl)-4-(4-fluoro-3-methylphenyl)-1H-imidazol-2-yl)piperidine instead 4-[1-(2-Azetidin-1-yl-ethyl)-4-(4-fluoro-3-methoxy-phenyl)-1H-imidazol-2-yl]-piperidine hydrochloride.